The task is: describe an organic reaction: reactants, conditions, products, and yield. This data is from the Open Reaction Database (ORD), a public repository of structured organic reaction records. The reactants are [Cl-].[NH4+] (ammonium chloride), CC(C)N1CCCC2=CC(=CC=C12)/C(=C/C(=O)OCC)/C (Ethyl (E)-3-[1-(1-methylethyl)-1,2,3,4-tetrahydroquinolin-6-yl]-2-butenoate), solution, [H-].C(C(C)C)[Al+]CC(C)C (diisobutylaluminum hydride). Run in O1CCCC1 (tetrahydrofuran), C1(=CC=CC=C1)C (toluene). Conditions: temperature -70 celsius, time 2 hour. The product is CC(C)N1CCCC2=CC(=CC=C12)/C(=C/CO)/C ((E)-3-[1-(1-methylethyl)-1,2,3,4-tetrahydroquinolin-6-yl]-2-butenol). The yield is 76.1%. As a reaction SMILES: [CH3:1][CH:2]([N:4]1[C:13]2[C:8](=[CH:9][C:10](/[C:14](/[CH3:21])=[CH:15]/[C:16](OCC)=[O:17])=[CH:11][CH:12]=2)[CH2:7][CH2:6][CH2:5]1)[CH3:3].[H-].C([Al+]CC(C)C)C(C)C.[Cl-].[NH4+]>O1CCCC1.C1(C)C=CC=CC=1>[CH3:3][CH:2]([N:4]1[C:13]2[C:8](=[CH:9][C:10](/[C:14](/[CH3:21])=[CH:15]/[CH2:16][OH:17])=[CH:11][CH:12]=2)[CH2:7][CH2:6][CH2:5]1)[CH3:1] |f:1.2,3.4|. Procedure: 1.0 g of ethyl (E)-3-[1-(1-methylethyl)-1,2,3,4-tetrahydroquinolin-6-yl]-2-butenoate prepared in Example 1 was dissolved in 20 ml of tetrahydrofuran. The obtained solution was cooled to -70° C., followed by the gradual addition of 7.0 ml (10.5 mmol) of a 1.5M solution of diisobutylaluminum hydride in toluene. The obtained mixture was stirred for 2 hours, followed by the addition of an aqueous solution of ammonium chloride. The obtained mixture was extracted with ethyl acetate. The organic phase ... The reactants are C([O-])([O-])=O.[K+].[K+] (potassium carbonate), resultant suspension, OC1=CC=C(C=C)C=C1 (4-hydroxystyrene), BrCC(=O)OC(C)(C)C (tert-butyl bromoacetate). The reagents and catalysts are [I-].[K+] (potassium iodide). The solvent is CC(=O)C (acetone). Product: C(=C)C1=CC=C(OCC(=O)OC(C)(C)C)C=C1 (tert-Butyl (4-vinylphenoxy)acetate). The yield is 93.1%. As a reaction SMILES: [OH:1][C:2]1[CH:9]=[CH:8][C:5]([CH:6]=[CH2:7])=[CH:4][CH:3]=1.Br[CH2:11][C:12]([O:14][C:15]([CH3:18])([CH3:17])[CH3:16])=[O:13].C(=O)([O-])[O-].[K+].[K+]>CC(C)=O.[I-].[K+]>[CH:6]([C:5]1[CH:8]=[CH:9][C:2]([O:1][CH2:11][C:12]([O:14][C:15]([CH3:18])([CH3:17])[CH3:16])=[O:13])=[CH:3][CH:4]=1)=[CH2:7] |f:2.3.4,6.7|. Procedure details: In a 1500 ml sulfonation flask, 135.6 g (1.13 mol) of 4-hydroxystyrene and 220.2 g (1.13 mol) of tert-butyl bromoacetate are dissolved in 800 ml of acetone and to the solution are added 195.0 g (1.41 mol) of potassium carbonate and 0.8 g of potassium iodide. The resultant suspension is stirred for 4 hours at 60° C. bath temperature. After cooling, the inorganic salts are removed by filtration and the filtrate is concentrated. The oily residue is taken up in 1000 ml of diethyl ether, washed twice... Reactants: COC(=O)C(CNC(=O)c1ccccc1)C(C)=O, ClCCl. Product: COC(=O)C(CNC(=O)c1ccccc1)C(C)O. Reaction SMILES: [C:1]([c:2]1[cH:3][cH:4][cH:5][cH:6][cH:7]1)(=[O:8])[NH:9][CH2:10][CH:11]([C:12](=[O:13])[O:14][CH3:15])[C:16]([CH3:17])=[O:18].[CH2:19]([Cl:20])[Cl:21]>>[C:1]([c:2]1[cH:3][cH:4][cH:5][cH:6][cH:7]1)(=[O:8])[NH:9][CH2:10][CH:11]([C:12](=[O:13])[O:14][CH3:15])[CH:16]([CH3:17])[OH:18]. The solvent is C(C)(=O)O (acetic acid). Starting materials: [H][H] (hydrogen), C(C1=CC=CC=C1)OC1=CC=C(C=C1)OCCCN1C(C=2C(C1=O)=CC=CC2)=O (1-benzyloxy-4-(3-phthalimidopropoxy)benzene). RXN SMILES: [H][H].C([O:10][C:11]1[CH:16]=[CH:15][C:14]([O:17][CH2:18][CH2:19][CH2:20][N:21]2[C:25](=[O:26])[C:24]3=[CH:27][CH:28]=[CH:29][CH:30]=[C:23]3[C:22]2=[O:31])=[CH:13][CH:12]=1)C1C=CC=CC=1>[Pd].C(O)(=O)C>[C:22]1(=[O:31])[N:21]([CH2:20][CH2:19][CH2:18][O:17][C:14]2[CH:15]=[CH:16][C:11]([OH:10])=[CH:12][CH:13]=2)[C:25](=[O:26])[C:24]2=[CH:27][CH:28]=[CH:29][CH:30]=[C:23]12. Yields the product C1(C=2C(C(N1CCCOC1=CC=C(C=C1)O)=O)=CC=CC2)=O (4-(3-phthalimidopropoxy)phenol). The reagents and catalysts are [Pd] (palladium on carbon). Run at time 4 hour. Reported procedure: To a hydrogen bottle containing 0.5 g of 10% palladium on carbon and acetic acid (250 ml) was added the above 1-benzyloxy-4-(3-phthalimidopropoxy)benzene (16 g). The mixture was shaken at 50° in the Parr hydrogenation apparatus for about 4 hours and cooled to room temperature. The mixture was filtered and the solvent distilled in vacuo. The residue was crystallized from toluene to yield 10.8 g (88%), mp 135°-7° of 4-(3-phthalimidopropoxy)phenol.